From a dataset of the Open Reaction Database (ORD), a public repository of structured organic reaction records. describe an organic reaction: reactants, conditions, products, and yield Product: CCCSc1nc2c(C)cccc2cc1CN(Cc1cc(C(F)(F)F)cc(C(F)(F)F)c1)C(=O)OCC. Reaction SMILES: [C:7](=[O:8])([O-:9])[O-:10].[CH2:45]1[O:46][CH2:47][CH2:48][CH2:49]1.[CH2:50]([Cl:51])[Cl:52].[Cl:1][C:2](=[O:3])[O:4][CH2:5][CH3:6].[F:13][C:14]([c:15]1[cH:16][c:17]([CH2:18][NH:19][CH2:20][c:21]2[c:22]([S:32][CH2:33][CH2:34][CH3:35])[n:23][c:24]3[c:25]([CH3:31])[cH:26][cH:27][cH:28][c:29]3[cH:30]2)[cH:36][c:37]([C:39]([F:40])([F:41])[F:42])[cH:38]1)([F:43])[F:44].[K+:11].[K+:12]>>[C:2](=[O:3])([O:4][CH2:5][CH3:6])[N:19]([CH2:18][c:17]1[cH:16][c:15]([C:14]([F:13])([F:43])[F:44])[cH:38][c:37]([C:39]([F:40])([F:41])[F:42])[cH:36]1)[CH2:20][c:21]1[c:22]([S:32][CH2:33][CH2:34][CH3:35])[n:23][c:24]2[c:25]([CH3:31])[cH:26][cH:27][cH:28][c:29]2[cH:30]1. The reactants are O=C([O-])[O-], C1CCOC1, ClCCl, CCOC(=O)Cl, CCCSc1nc2c(C)cccc2cc1CNCc1cc(C(F)(F)F)cc(C(F)(F)F)c1, [K+], [K+].